Task: describe an organic reaction: reactants, conditions, products, and yield. Dataset: the Open Reaction Database (ORD), a public repository of structured organic reaction records The reactants are [Cl-].C(CCCCCCC\C=C/CCCCCCCC)C[NH2+]CC(O)O (oleylmethyldihydroxyethylammonium chloride), C(CO)(=O)[O-].[K+] (potassium glycolate). Run in C(C(C)C)O (isobutyl alcohol). Product: C(CO)(=O)[O-].C(CCCCCCC\C=C/CCCCCCCC)C[NH2+]CC(O)O (oleylmethyldihydroxyethylammonium glycolate). Isolated yield 93.4%. As a reaction SMILES: [Cl-].[CH2:2]([CH2:20][NH2+:21][CH2:22][CH:23]([OH:25])[OH:24])[CH2:3][CH2:4][CH2:5][CH2:6][CH2:7][CH2:8][CH2:9]/[CH:10]=[CH:11]\[CH2:12][CH2:13][CH2:14][CH2:15][CH2:16][CH2:17][CH2:18][CH3:19].[C:26]([O-:30])(=[O:29])[CH2:27][OH:28].[K+]>C(O)C(C)C>[C:26]([O-:30])(=[O:29])[CH2:27][OH:28].[CH2:2]([CH2:20][NH2+:21][CH2:22][CH:23]([OH:25])[OH:24])[CH2:3][CH2:4][CH2:5][CH2:6][CH2:7][CH2:8][CH2:9]/[CH:10]=[CH:11]\[CH2:12][CH2:13][CH2:14][CH2:15][CH2:16][CH2:17][CH2:18][CH3:19] |f:0.1,2.3,5.6|. Reported procedure: A four-necked flask fitted with stirrer and condenser means was charged with 40.5 g of oleylmethyldihydroxyethylammonium chloride, 12.0 g of potassium glycolate and 200 g of isobutyl alcohol and the reaction was conducted at 80°-85° C. in an atmosphere of nitrogen gas introduced at a low flow rate for 7 hours. The precipitate was then collected by filtration and washed with 30 ml of isobutyl alcohol. The filtrate and the washings were combined and concentrated under reduced pressure. The residue...